This data is from the Open Reaction Database (ORD), a public repository of structured organic reaction records. The task is: describe an organic reaction: reactants, conditions, products, and yield Reactants: CCCOC(=O)CCCCCCC1C(Cl)CC(OC2CCCCO2)C1C=CC(O)CCCC(C)O[Si](C)(C)C(C)(C)C, CCCC[N+](CCCC)(CCCC)CCCC, C1CCOC1, [F-]. Yields the product CCCOC(=O)CCCCCCC1C(Cl)CC(OC2CCCCO2)C1C=CC(O)CCCC(C)O. As a reaction SMILES: [C:1]([Si:2]([CH3:3])([CH3:4])[O:6][CH:7]([CH2:8][CH2:9][CH2:10][CH:11]([CH:12]=[CH:13][CH:14]1[CH:15]([CH2:27][CH2:28][CH2:29][CH2:30][CH2:31][CH2:32][C:33](=[O:34])[O:35][CH2:36][CH2:37][CH3:38])[CH:16]([Cl:26])[CH2:17][CH:18]1[O:19][CH:20]1[O:21][CH2:22][CH2:23][CH2:24][CH2:25]1)[OH:39])[CH3:40])([CH3:5])([CH3:41])[CH3:42].[CH2:44]([N+:45]([CH2:46][CH2:47][CH2:48][CH3:49])([CH2:50][CH2:51][CH2:52][CH3:53])[CH2:54][CH2:55][CH2:56][CH3:57])[CH2:58][CH2:59][CH3:60].[CH2:61]1[O:62][CH2:63][CH2:64][CH2:65]1.[F-:43]>>[OH:6][CH:7]([CH2:8][CH2:9][CH2:10][CH:11]([CH:12]=[CH:13][CH:14]1[CH:15]([CH2:27][CH2:28][CH2:29][CH2:30][CH2:31][CH2:32][C:33](=[O:34])[O:35][CH2:36][CH2:37][CH3:38])[CH:16]([Cl:26])[CH2:17][CH:18]1[O:19][CH:20]1[O:21][CH2:22][CH2:23][CH2:24][CH2:25]1)[OH:39])[CH3:40]. Starting materials: C(C)OC(C(C)(C)OC1=C(C=C(C=C1)SC(C)=O)C)=O (2-(4-acetylsulfanyl-2-methyl-phenoxy)-2-methyl-propionic acid ethyl ester), ClCC=1C(=NC(=CC1)C1=CC=C(C=C1)OC(F)(F)F)C1CC1 (3-chloromethyl-2-cyclopropyl-6-(4-trifluoromethoxy-phenyl)-pyridine). The product is C(C)OC(C(C)(C)OC1=C(C=C(C=C1)SCC=1C(=NC(=CC1)C1=CC=C(C=C1)OC(F)(F)F)C1CC1)C)=O (2-{4-[2-Cyclopropyl-6-(4-trifluoromethoxy-phenyl)-pyridin-3-ylmethylsulfanyl]-2-methyl-phenoxy}-2-methyl-propionic acid ethyl ester). Reaction SMILES: [CH2:1]([O:3][C:4](=[O:20])[C:5]([O:8][C:9]1[CH:14]=[CH:13][C:12]([S:15][C:16](=O)[CH3:17])=[CH:11][C:10]=1[CH3:19])([CH3:7])[CH3:6])[CH3:2].ClCC1[C:24]([CH:40]2[CH2:42][CH2:41]2)=[N:25][C:26]([C:29]2[CH:34]=[CH:33][C:32]([O:35][C:36]([F:39])([F:38])[F:37])=[CH:31][CH:30]=2)=[CH:27][CH:28]=1>>[CH2:1]([O:3][C:4](=[O:20])[C:5]([O:8][C:9]1[CH:14]=[CH:13][C:12]([S:15][CH2:16][C:17]2[C:24]([CH:40]3[CH2:41][CH2:42]3)=[N:25][C:26]([C:29]3[CH:34]=[CH:33][C:32]([O:35][C:36]([F:37])([F:39])[F:38])=[CH:31][CH:30]=3)=[CH:27][CH:28]=2)=[CH:11][C:10]=1[CH3:19])([CH3:7])[CH3:6])[CH3:2]. Reported procedure: In analogy to the procedure described in example 142D], 2-(4-acetylsulfanyl-2-methyl-phenoxy)-2-methyl-propionic acid ethyl ester (example 142C]) was reacted with 3-chloromethyl-2-cyclopropyl-6-(4-trifluoromethoxy-phenyl)-pyridine (example 143F]) to give the title compound as colorless oil. Starting materials: S(=O)(Cl)Cl (Thionyl chloride), ClC=1C(=NC=CC1N(CCO)C)CO (2-[(3-chloro-2-hydroxymethyl-pyridin-4-yl)-methylamino]-ethanol). Run in ClCCl (dichloromethane), ClCCl (dichloromethane). Reaction conditions: time 1 hour. The product is ClC=1C(=NC=CC1N(CCO)C)CCl (2-[(3-Chloro-2-chloromethyl-pyridin-4-yl)-methyl-amino]-ethanol). Reaction SMILES: S(Cl)([Cl:3])=O.[Cl:5][C:6]1[C:7]([CH2:17]O)=[N:8][CH:9]=[CH:10][C:11]=1[N:12]([CH3:16])[CH2:13][CH2:14][OH:15]>ClCCl>[Cl:5][C:6]1[C:7]([CH2:17][Cl:3])=[N:8][CH:9]=[CH:10][C:11]=1[N:12]([CH3:16])[CH2:13][CH2:14][OH:15]. Procedure: Thionyl chloride (7.4 ml, 101.5 mmol), dissolved in dichloromethane (50 ml), is added dropwise at 4° C. to a solution of (2-[(3-chloro-2-hydroxymethyl-pyridin-4-yl)-methylamino]-ethanol (10.0 g, 46.1 mmol) in dichloromethane (150 ml). The solution is stirred for 1 h at this temperature, triturated with ice water and neutralized with saturated sodium bicarbonate solution. After separation of the organic layer the aqueous phase is extracted with dichloromethane. The combined organic extracts are w...